Dataset: the Open Reaction Database (ORD), a public repository of structured organic reaction records. Task: describe an organic reaction: reactants, conditions, products, and yield Starting materials: CNC([C@@H](N(C1=CC2=CC=CC=C2C=C1)C(=O)OC(C)(C)C)C)=O ((S)-[(1,1-Dimethylethoxy)carbonyl]-2-naphthylalanine N-methylamide), FC(C(=O)O)(F)F (trifluoroacetic acid). Run in ClCCl (dichloromethane). Run at time 48 hour. The product is CNC([C@@H](NC1=CC2=CC=CC=C2C=C1)C)=O (2-Naphthylalanine N-methylamide). RXN SMILES: [CH3:1][NH:2][C:3](=[O:24])[C@H:4]([CH3:23])[N:5](C(OC(C)(C)C)=O)[C:6]1[CH:15]=[CH:14][C:13]2[C:8](=[CH:9][CH:10]=[CH:11][CH:12]=2)[CH:7]=1.FC(F)(F)C(O)=O>ClCCl>[CH3:1][NH:2][C:3](=[O:24])[C@H:4]([CH3:23])[NH:5][C:6]1[CH:15]=[CH:14][C:13]2[C:8](=[CH:9][CH:10]=[CH:11][CH:12]=2)[CH:7]=1. Reported procedure: A solution of Intermediate 5 (12.46 g) in dichloromethane (124 ml) at 0° C. was treated dropwise with neat trifluoroacetic acid (120 ml). The resulting pale yellow solution was allowed to reach room temperature over 48 h. The solvent was subsequently removed and the crude product dissolved in the minimum volume of 1N hydrochloric acid at 0° C. The aqueous phase was extracted with dichloromethane to remove any impurities. The aqueous phase was then taken to pH 8.5, initially using solid sodium bi... Starting materials: C=C(C)C, Cc1ccccc1, CC(COCCCCCOc1c(Cl)cc(OCC=C(Cl)Cl)cc1Cl)=NO, [Na+], O=C([O-])O, O=S(=O)(O)O. The product is CC(COCCCCCOc1c(Cl)cc(OCC=C(Cl)Cl)cc1Cl)=NOC(C)(C)C. Reaction SMILES: [CH2:32]=[C:33]([CH3:34])[CH3:35].[CH3:41][c:42]1[cH:43][cH:44][cH:45][cH:46][cH:47]1.[Cl:1][c:2]1[c:3]([O:4][CH2:5][CH2:6][CH2:7][CH2:8][CH2:9][O:10][CH2:11][C:12]([CH3:13])=[N:14][OH:15])[c:16]([Cl:26])[cH:17][c:18]([O:20][CH2:21][CH:22]=[C:23]([Cl:24])[Cl:25])[cH:19]1.[Na+:36].[OH:37][C:38](=[O:39])[O-:40].[S:27](=[O:28])(=[O:29])([OH:30])[OH:31]>>[Cl:1][c:2]1[c:3]([O:4][CH2:5][CH2:6][CH2:7][CH2:8][CH2:9][O:10][CH2:11][C:12]([CH3:13])=[N:14][O:15][C:33]([CH3:32])([CH3:34])[CH3:35])[c:16]([Cl:26])[cH:17][c:18]([O:20][CH2:21][CH:22]=[C:23]([Cl:24])[Cl:25])[cH:19]1.